This data is from the Open Reaction Database (ORD), a public repository of structured organic reaction records. The task is: describe an organic reaction: reactants, conditions, products, and yield Reactants: C=C(COCCCCCCCCCCCCCCCC)C(=O)OCC, [Na+], [Na+], O=S(=O)([O-])[O-]. Yields the product C=C(CO)COCCCCCCCCCCCCCCCC. RXN SMILES: [CH2:1]([CH2:2][CH2:3][CH2:4][CH2:5][CH2:6][CH2:7][CH2:8][CH2:9][CH2:10][CH2:11][CH2:12][CH2:13][CH2:14][CH2:15][CH3:16])[O:17][CH2:18][C:19]([C:20](=[O:21])[O:22][CH2:23][CH3:24])=[CH2:25].[Na+:26].[Na+:27].[O-:28][S:29](=[O:30])(=[O:31])[O-:32]>>[CH2:1]([CH2:2][CH2:3][CH2:4][CH2:5][CH2:6][CH2:7][CH2:8][CH2:9][CH2:10][CH2:11][CH2:12][CH2:13][CH2:14][CH2:15][CH3:16])[O:17][CH2:18][C:19]([CH2:20][OH:21])=[CH2:25]. Starting materials: C(C=C)(=O)N (acrylamide), N (ammonia). Conditions: temperature 65 celsius, time 3 hour. The product is N(CCC(=O)N)(CCC(=O)N)CCC(=O)N (Nitrilotripropionamide). RXN SMILES: [C:1]([NH2:5])(=[O:4])[CH:2]=[CH2:3].[NH3:6]>>[N:6]([CH2:3][CH2:2][C:1]([NH2:5])=[O:4])([CH2:3][CH2:2][C:1]([NH2:5])=[O:4])[CH2:3][CH2:2][C:1]([NH2:5])=[O:4]. Reported procedure: A Parr autoclave was charged with an aqueous solution of acrylamide and a 10% molar excess of aqueous ammonia. The resulting mixture was warmed to 65° C. and autogenous pressure (<50 psi) and stirred at these conditions for three hours. At the end of this period, the reaction mass was allowed to cool to room temperature and white, crystalline nitrilotripropionamide (melting range 184°-186° C.) was recovered. NMR spectroscopy confirmed the structure. Reactants: Cc1nnc(Cc2ccc(OCCN(C(=O)[O-])C(C)(C)C)cc2)[nH]1, ClCCl, O=C(O)C(F)(F)F. The product is Cc1nnc(Cc2ccc(OCCN)cc2)[nH]1. Reaction SMILES: [C:1]([N:5]([C:2](=[O:3])[O-:4])[CH2:9][CH2:10][O:11][c:12]1[cH:13][cH:14][c:15]([CH2:18][c:19]2[n:20][n:21][c:22]([CH3:24])[nH:23]2)[cH:16][cH:17]1)([CH3:6])([CH3:7])[CH3:8].[CH2:32]([Cl:33])[Cl:34].[OH:25][C:26]([C:27]([F:28])([F:29])[F:30])=[O:31]>>[NH2:5][CH2:9][CH2:10][O:11][c:12]1[cH:13][cH:14][c:15]([CH2:18][c:19]2[n:20][n:21][c:22]([CH3:24])[nH:23]2)[cH:16][cH:17]1. The reactants are BrCc1ccccc1, ClCCl, On1cccn1. Product: c1ccc(COn2cccn2)cc1. Reaction SMILES: [CH2:7]([c:8]1[cH:9][cH:10][cH:11][cH:12][cH:13]1)[Br:14].[Cl:15][CH2:16][Cl:17].[n:1]1([OH:6])[n:2][cH:3][cH:4][cH:5]1>>[n:1]1([O:6][CH2:7][c:8]2[cH:9][cH:10][cH:11][cH:12][cH:13]2)[n:2][cH:3][cH:4][cH:5]1. Reactants: [Cl-].[Al+3].[Cl-].[Cl-] (aluminum chloride), Cl (hydrochloric acid), C1(=CC=CC=C1)OC (anisole), [N+](=O)([O-])C1=CC=C(C(=O)Cl)C=C1 (4-nitrobenzoyl chloride). The solvent is C(Cl)Cl (methylene chloride). The product is [N+](=O)([O-])C1=CC=C(C(=O)C2=CC(=C(C=C2)OC)Cl)C=C1 (4-(4-nitrobenzoyl)-2-chloroanisole), [N+](=O)([O-])C1=CC=C(C(=O)C2=C(C=C(C=C2)OC)Cl)C=C1 (4-(4-nitrobenzoyl)-3-chloroanisole). RXN SMILES: [C:1]1([O:7][CH3:8])[CH:6]=[CH:5][CH:4]=[CH:3][CH:2]=1.[N+:9]([C:12]1[CH:20]=[CH:19][C:15]([C:16](Cl)=[O:17])=[CH:14][CH:13]=1)([O-:11])=[O:10].[Cl-:21].[Al+3].[Cl-].[Cl-].Cl>C(Cl)Cl>[N+:9]([C:12]1[CH:13]=[CH:14][C:15]([C:16]([C:4]2[CH:5]=[CH:6][C:1]([O:7][CH3:8])=[C:2]([Cl:21])[CH:3]=2)=[O:17])=[CH:19][CH:20]=1)([O-:11])=[O:10].[N+:9]([C:12]1[CH:13]=[CH:14][C:15]([C:16]([C:4]2[CH:5]=[CH:6][C:1]([O:7][CH3:8])=[CH:2][C:3]=2[Cl:21])=[O:17])=[CH:19][CH:20]=1)([O-:11])=[O:10] |f:2.3.4.5|. Reported procedure: A mixture of anisole (8.67 g., 0.08 mole), 4-nitrobenzoyl chloride (16.4 g., 0.088 mole) and methylene chloride (80 ml). at 5° was stirred vigorously and treated with finely powdered aluminum chloride (11.2 g., 0.084 mole). The reaction mixture was stirred at room temperature for 20 hrs. and then decomposed with ice and hydrochloric acid (15 ml.). The aqueous solution was extracted twice with methylene chloride. The combined methylene chloride solution was washed with aqueous sodium bicarbonate ... The reactants are CCC1CC(=O)C2Oc3c(OC)ccc4c3C23CCN(C#N)C(C4)C13, Cl. Product: Cl, CCC1CC(=O)C2Oc3c(OC)ccc4c3C23CCNC(C4)C13. RXN SMILES: [C:1](#[N:2])[N:3]1[CH:4]2[CH:5]3[CH:6]([CH2:24][CH3:25])[CH2:7][C:8](=[O:23])[CH:9]4[C:10]3([c:11]3[c:12]([c:13]([O:18][CH3:19])[cH:14][cH:15][c:16]3[CH2:17]2)[O:20]4)[CH2:21][CH2:22]1.[ClH:26]>>[ClH:26].[NH:3]1[CH:4]2[CH:5]3[CH:6]([CH2:24][CH3:25])[CH2:7][C:8](=[O:23])[CH:9]4[C:10]3([c:11]3[c:12]([c:13]([O:18][CH3:19])[cH:14][cH:15][c:16]3[CH2:17]2)[O:20]4)[CH2:21][CH2:22]1. The reactants are BrC=1C=C(SC1)CCN (2-(4-bromo-2-thienyl)-ethylamine), ClC=1N=C(C=2N=CN([C@H]3[C@H](O)[C@H](O)[C@@H](CO)O3)C2N1)N (2-chloroadenosine). Product: BrC=1C=C(SC1)CCNC=1N=C(C=2N=CN([C@H]3[C@H](O)[C@H](O)[C@@H](CO)O3)C2N1)N (2-[2-(4-bromo-2-thienyl)-ethylamino]-adenosine). RXN SMILES: [Br:1][C:2]1[CH:3]=[C:4]([CH2:7][CH2:8][NH2:9])[S:5][CH:6]=1.Cl[C:11]1[N:12]=[C:13]([NH2:29])[C:14]2[N:15]=[CH:16][N:17]([C:27]=2[N:28]=1)[C@@H:18]1[O:26][C@H:23]([CH2:24][OH:25])[C@@H:21]([OH:22])[C@H:19]1[OH:20]>>[Br:1][C:2]1[CH:3]=[C:4]([CH2:7][CH2:8][NH:9][C:11]2[N:12]=[C:13]([NH2:29])[C:14]3[N:15]=[CH:16][N:17]([C:27]=3[N:28]=2)[C@@H:18]2[O:26][C@H:23]([CH2:24][OH:25])[C@@H:21]([OH:22])[C@H:19]2[OH:20])[S:5][CH:6]=1. Reported procedure: Condensation of 2-(4-bromo-2-thienyl)-ethylamine with 2-chloroadenosine essentially according to the procedure in the previous examples yields 2-[2-(4-bromo-2-thienyl)-ethylamino]-adenosine, melting at 136°-144°. Reactants: O=C([O-])[O-], CN(C)C=O, COC(=O)c1cc(Cl)ncc1[N+](=O)[O-], Cl, CCCc1cc(C(OCOC)(C(F)(F)F)C(F)(F)F)ccc1O, [K+], [K+], O. The product is CCCc1cc(C(OCOC)(C(F)(F)F)C(F)(F)F)ccc1Oc1cc(C(=O)OC)c([N+](=O)[O-])cn1. As a reaction SMILES: [C:24](=[O:25])([O-:26])[O-:27].[CH3:45][N:46]([CH3:47])[CH:48]=[O:49].[Cl:30][c:31]1[cH:32][c:33]([C:34](=[O:35])[O:36][CH3:37])[c:38]([N+:41](=[O:42])[O-:43])[cH:39][n:40]1.[ClH:44].[F:1][C:2]([C:3]([C:4]([F:5])([F:6])[F:7])([O:8][CH2:9][O:10][CH3:11])[c:12]1[cH:13][c:14]([CH2:19][CH2:20][CH3:21])[c:15]([OH:18])[cH:16][cH:17]1)([F:22])[F:23].[K+:28].[K+:29].[OH2:50]>>[F:1][C:2]([C:3]([C:4]([F:5])([F:6])[F:7])([O:8][CH2:9][O:10][CH3:11])[c:12]1[cH:13][c:14]([CH2:19][CH2:20][CH3:21])[c:15]([O:18][c:31]2[cH:32][c:33]([C:34](=[O:35])[O:36][CH3:37])[c:38]([N+:41](=[O:42])[O-:43])[cH:39][n:40]2)[cH:16][cH:17]1)([F:22])[F:23]. The reactants are ClC1=NC=CC(=N1)C1=C(N=C2N1C=CC=C2)C=2C=C(C(=O)NC1=C(C=CC=C1F)F)C=CC2 (3-[3-(2-chloro-4-pyrimidinyl)imidazo[1,2-a]pyridin-2-yl]-N-(2,6-difluorophenyl)-benzamide), C[O-].[Na+] (sodium methoxide), CC=1C(=CC(=C(N)C1)OC)C1CCN(CC1)CCC (5-methyl-2-(methyloxy)-4-(1-propyl-4-piperidinyl)aniline), C1(=CC=C(C=C1)S(=O)(=O)O)C (p-toluenesulfonic acid). The solvent is C(Cl)Cl (DCM), CC(C)O (iPrOH). Reaction conditions: temperature 120 celsius. Product: FC1=C(C(=CC=C1)F)NC(C1=CC(=CC=C1)C=1N=C2N(C=CC=C2)C1C1=NC(=NC=C1)NC1=C(C=C(C(=C1)C)C1CCN(CC1)CCC)OC)=O (N-(2,6-difluorophenyl)-3-[3-(2-{[5-methyl-2-(methyloxy)-4-(1-propyl-4-piperidinyl)phenyl]amino}-4-pyrimidinyl)imidazo[1,2-a]pyridin-2-yl]benzamide). The yield is 57.9%. RXN SMILES: Cl[C:2]1[N:7]=[C:6]([C:8]2[N:12]3[CH:13]=[CH:14][CH:15]=[CH:16][C:11]3=[N:10][C:9]=2[C:17]2[CH:18]=[C:19]([CH:31]=[CH:32][CH:33]=2)[C:20]([NH:22][C:23]2[C:28]([F:29])=[CH:27][CH:26]=[CH:25][C:24]=2[F:30])=[O:21])[CH:5]=[CH:4][N:3]=1.[CH3:34][C:35]1[C:36]([CH:44]2[CH2:49][CH2:48][N:47]([CH2:50][CH2:51][CH3:52])[CH2:46][CH2:45]2)=[CH:37][C:38]([O:42][CH3:43])=[C:39]([CH:41]=1)[NH2:40].C1(C)C=CC(S(O)(=O)=O)=CC=1.C[O-].[Na+]>C(Cl)Cl.CC(O)C>[F:30][C:24]1[CH:25]=[CH:26][CH:27]=[C:28]([F:29])[C:23]=1[NH:22][C:20](=[O:21])[C:19]1[CH:31]=[CH:32][CH:33]=[C:17]([C:9]2[N:10]=[C:11]3[CH:16]=[CH:15][CH:14]=[CH:13][N:12]3[C:8]=2[C:6]2[CH:5]=[CH:4][N:3]=[C:2]([NH:40][C:39]3[CH:41]=[C:35]([CH3:34])[C:36]([CH:44]4[CH2:49][CH2:48][N:47]([CH2:50][CH2:51][CH3:52])[CH2:46][CH2:45]4)=[CH:37][C:38]=3[O:42][CH3:43])[N:7]=2)[CH:18]=1 |f:3.4|. Reported procedure: 3-[3-(2-chloro-4-pyrimidinyl)imidazo[1,2-a]pyridin-2-yl]-N-(2,6-difluorophenyl)-benzamide (Intermediate Example 1) (100 mg, 0.22 mmol), 5-methyl-2-(methyloxy)-4-(1-propyl-4-piperidinyl)aniline (Example 157, step D) (51 mg, 0.19 mmol), and p-toluenesulfonic acid (99 mg, 0.52 mmol) were weighed into a 20 mL vial. 7 mL of iPrOH was added and the mixture was heated to 120° C. for 48 h. The mixture was transferred to a 50 mL round bottom and neutralized with 3 mL of 0.5 N sodium methoxide. The solven... The reactants are C(C)OC(CCC1=NC=C(C=C1)NC(CC1=CC(=C(C=C1)NC(=O)NC1=C(C=CC=C1)C)OC)=O)=O (3-(5-{3-methoxy-4-[3-(2-methylphenyl)ureido]-phenylacetylamino}pyrid-2-yl)-propanoic acid ethyl ester), [OH-].[Na+] (sodium hydroxide). Run in C(C)O (ethanol). Reaction conditions: temperature 50 celsius, time 7 hour. Product: COC=1C=C(C=CC1NC(=O)NC1=C(C=CC=C1)C)CC(=O)NC=1C=CC(=NC1)CCC(=O)O (3-(5-{3-Methoxy-4-[3-(2-methylphenyl)ureido]-phenylacetylamino}pyrid-2-yl)-propanoic acid). Yield: 54.7%. As a reaction SMILES: C([O:3][C:4](=[O:36])[CH2:5][CH2:6][C:7]1[CH:12]=[CH:11][C:10]([NH:13][C:14](=[O:35])[CH2:15][C:16]2[CH:21]=[CH:20][C:19]([NH:22][C:23]([NH:25][C:26]3[CH:31]=[CH:30][CH:29]=[CH:28][C:27]=3[CH3:32])=[O:24])=[C:18]([O:33][CH3:34])[CH:17]=2)=[CH:9][N:8]=1)C.[OH-].[Na+]>C(O)C>[CH3:34][O:33][C:18]1[CH:17]=[C:16]([CH2:15][C:14]([NH:13][C:10]2[CH:11]=[CH:12][C:7]([CH2:6][CH2:5][C:4]([OH:36])=[O:3])=[N:8][CH:9]=2)=[O:35])[CH:21]=[CH:20][C:19]=1[NH:22][C:23]([NH:25][C:26]1[CH:31]=[CH:30][CH:29]=[CH:28][C:27]=1[CH3:32])=[O:24] |f:1.2|. Procedure details: A stirred mixture of 3-(5-{3-methoxy-4-[3-(2-methylphenyl)ureido]-phenylacetylamino}pyrid-2-yl)-propanoic acid ethyl ester [0.62 g, Reference Example 3(a)] and ethanol (40 ml) was treated with 4% aqueous sodium hydroxide solution (3.2 ml) and then heated to 50° C. After stirring at 50° C. for 7 hours, the reaction mixture was cooled and then left to stand at room temperature over night. The reaction mixture was partially concentrated in vacuo, washed with diethyl ether and then acidified to pH 1...